Task: describe an organic reaction: reactants, conditions, products, and yield. Dataset: the Open Reaction Database (ORD), a public repository of structured organic reaction records Starting materials: CCOC(=O)c1cc2cc(Oc3ccc(S(C)(=O)=O)nc3)cc(CC)c2[nH]1, CO, [K+], C1CCOC1, [OH-]. Yields the product CCc1cc(Oc2ccc(S(C)(=O)=O)nc2)cc2cc(C(=O)O)[nH]c12. As a reaction SMILES: [CH2:1]([CH3:2])[c:3]1[cH:4][c:5]([O:17][c:18]2[cH:19][n:20][c:21]([S:24](=[O:25])(=[O:26])[CH3:27])[cH:22][cH:23]2)[cH:6][c:7]2[cH:8][c:9]([C:12](=[O:13])[O:14][CH2:15][CH3:16])[nH:10][c:11]12.[CH3:28][OH:29].[K+:31].[O:32]1[CH2:33][CH2:34][CH2:35][CH2:36]1.[OH-:30]>>[CH2:1]([CH3:2])[c:3]1[cH:4][c:5]([O:17][c:18]2[cH:19][n:20][c:21]([S:24](=[O:25])(=[O:26])[CH3:27])[cH:22][cH:23]2)[cH:6][c:7]2[cH:8][c:9]([C:12](=[O:13])[OH:14])[nH:10][c:11]12. Starting materials: ClC=1C2=C(N=C(N1)SCC1=C(C(=CC=C1)F)F)N=C(S2)N (7-Chloro-5-[[(2,3-difluorophenyl)methyl]thio]thiazolo[4,5-d]pyrimidin-2-amine), NCCNS(=O)(=O)C (N-[2-aminoethyl]-methanesulfonamide). The product is NC=1SC2=C(N=C(N=C2NCCNS(=O)(=O)C)SCC2=C(C(=CC=C2)F)F)N1 (N-[2-[[2-amino-5-[[(2,3-difluorophenyl)methyl]thio]thiazolo[4,5-d]pyrimidin-7-yl]amino]ethyl]methanesulfonamide). RXN SMILES: Cl[C:2]1[C:3]2[S:20][C:19]([NH2:21])=[N:18][C:4]=2[N:5]=[C:6]([S:8][CH2:9][C:10]2[CH:15]=[CH:14][CH:13]=[C:12]([F:16])[C:11]=2[F:17])[N:7]=1.[NH2:22][CH2:23][CH2:24][NH:25][S:26]([CH3:29])(=[O:28])=[O:27]>>[NH2:21][C:19]1[S:20][C:3]2[C:2]([NH:22][CH2:23][CH2:24][NH:25][S:26]([CH3:29])(=[O:28])=[O:27])=[N:7][C:6]([S:8][CH2:9][C:10]3[CH:15]=[CH:14][CH:13]=[C:12]([F:16])[C:11]=3[F:17])=[N:5][C:4]=2[N:18]=1. Reported procedure: Prepared by the method of example 2 step a), using the product of example 4, step b) and N-[2-aminoethyl]-methanesulfonamide, Starting materials: O=C([O-])[O-], CN(C)C=O, O=C(Nc1cn2nc(I)ccc2n1)C1CC1, [K+], [K+], Nc1ccc(Br)c(O)c1, O. The product is Nc1ccc(Br)c(Oc2ccc3nc(NC(=O)C4CC4)cn3n2)c1. RXN SMILES: [C:26](=[O:27])([O-:28])[O-:29].[CH3:32][N:33]([CH3:34])[CH:35]=[O:36].[I:1][c:2]1[cH:3][cH:4][c:5]2[n:6]([n:7]1)[cH:8][c:9]([NH:11][C:12](=[O:13])[CH:14]1[CH2:15][CH2:16]1)[n:10]2.[K+:30].[K+:31].[NH2:17][c:18]1[cH:19][cH:20][c:21]([Br:25])[c:22]([OH:24])[cH:23]1.[OH2:37]>>[c:2]1([O:24][c:22]2[c:21]([Br:25])[cH:20][cH:19][c:18]([NH2:17])[cH:23]2)[cH:3][cH:4][c:5]2[n:6]([n:7]1)[cH:8][c:9]([NH:11][C:12](=[O:13])[CH:14]1[CH2:15][CH2:16]1)[n:10]2. Reaction SMILES: [Si](O[C@H](C)[C@@H](NC1C=CC(C#N)=C(Cl)C=1C)C1OC(C2C=CC(O[Si](C(C)(C)C)(C)C)=CC=2)=NN=1)(C(C)(C)C)(C)C.[Si:42]([O:49][C:50]1[CH:83]=[CH:82][C:53]([C:54]([NH:56][NH:57][C:58](=[O:81])[C@H:59]([NH:70][C:71]2[CH:76]=[CH:75][C:74]([C:77]#[N:78])=[C:73]([Cl:79])[C:72]=2[CH3:80])[C@@H:60]([O:62][Si:63]([C:66]([CH3:69])([CH3:68])[CH3:67])([CH3:65])[CH3:64])[CH3:61])=O)=[CH:52][C:51]=1[F:84])([C:45]([CH3:48])([CH3:47])[CH3:46])([CH3:44])[CH3:43].C1C=CC(P(C2C=CC=CC=2)C2C=CC=CC=2)=CC=1.II>>[Si:63]([O:62][C@@H:60]([CH3:61])[C@@H:59]([NH:70][C:71]1[CH:76]=[CH:75][C:74]([C:77]#[N:78])=[C:73]([Cl:79])[C:72]=1[CH3:80])[C:58]1[O:81][C:54]([C:53]2[CH:82]=[CH:83][C:50]([O:49][Si:42]([C:45]([CH3:46])([CH3:47])[CH3:48])([CH3:43])[CH3:44])=[C:51]([F:84])[CH:52]=2)=[N:56][N:57]=1)([C:66]([CH3:69])([CH3:67])[CH3:68])([CH3:65])[CH3:64]. Isolated yield 21.0%. Product: [Si](C)(C)(C(C)(C)C)O[C@H]([C@H](C=1OC(=NN1)C1=CC(=C(C=C1)O[Si](C)(C)C(C)(C)C)F)NC1=C(C(=C(C#N)C=C1)Cl)C)C (4-((1R,2S)-2-(tert-butyldimethylsilyloxy)-1-(5-(4-(tert-butyldimethylsilyloxy)-3-fluoro-phenyl)-1,3,4-oxadiazol-2-yl)propylamino)-2-chloro-3-methylbenzonitrile), solid. Starting materials: [Si](C)(C)(C(C)(C)C)O[C@@H]([C@H](C=1OC(=NN1)C1=CC=C(C=C1)O[Si](C)(C)C(C)(C)C)NC1=C(C(=C(C#N)C=C1)Cl)C)C (4-((1R,2R)-2-(tert-butyldimethylsilyloxy)-1-(5-(4-(tert-butyldimethylsilyloxy)phenyl)-1,3,4-oxadiazol-2-yl)propylamino)-2-chloro-3-methylbenzonitrile), [Si](C)(C)(C(C)(C)C)OC1=C(C=C(C(=O)NNC([C@@H]([C@H](C)O[Si](C)(C)C(C)(C)C)NC2=C(C(=C(C=C2)C#N)Cl)C)=O)C=C1)F (4-(tert-butyldimethylsilyloxy)-N′-((2R,3S)-3-(tert-butyldimethylsilyloxy)-2-(3-chloro-4-cyano-2-methylphenylamino)butanoyl)-3-fluoro benzohydrazide), C1=CC=C(C=C1)P(C2=CC=CC=C2)C3=CC=CC=C3 (PPh3), II (I2), TEA. Procedure: Intermediate 29e was prepared by a procedure analogous to that used for the preparation of intermediate 10c by cyclization of 4-(tert-butyldimethylsilyloxy)-N′-((2R,3S)-3-(tert-butyldimethylsilyloxy)-2-(3-chloro-4-cyano-2-methylphenylamino)butanoyl)-3-fluoro benzohydrazide (640 mg, 0.99 mmol) with PS-PPh3 (3.0 mmol/g, 661 mg, 1.98 mmol), I2 (502 mg, 1.98 mmol), and TEA (1.4 mL, 10 mmol). After column chromatography (25% EtOAc/hexanes) the title compound was isolated as a white solid (131 mg, 21%... Starting materials: FC1=C(C(C(=O)N)=CC=C1)N (3-fluoroanthranilamide), ClC=1SC=CN1 (2-chlorothiazole). Yields the product FC=1C=CC=C2C(N3C(=NC12)SC=C3)=O (9-fluoro-5H-thiazolo-(2,3-b)-quinazolin-5-one). Isolated yield 78.6%. Reaction SMILES: [F:1][C:2]1[CH:10]=[CH:9][CH:8]=[C:4]([C:5]([NH2:7])=[O:6])[C:3]=1[NH2:11].Cl[C:13]1[S:14][CH:15]=[CH:16]N=1>>[F:1][C:2]1[CH:10]=[CH:9][CH:8]=[C:4]2[C:3]=1[N:11]=[C:13]1[S:14][CH:15]=[CH:16][N:7]1[C:5]2=[O:6]. Procedure details: 15.4 g of 3-fluoroanthranilamide and 13.1 g of 2-chlorothiazole were stirred for 7 hours at 150° C. After working up in the conventional manner there was obtained 17.3 g (79%) of the above compound; m.p. 187°-189° C. Starting materials: C(C)OC(C(C)(C)C1=NC=CN=C1Cl)=O (2-(3-Chloro-pyrazin-2-yl)-2-methyl-propionic acid ethyl ester), C(#C)C1=C(C=CC=C1)C(F)(F)F (1-ethynyl-2-trifluoromethylbenzene), C([O-])([O-])=O.[Cs+].[Cs+] (caesium carbonate). The solvent is C(C)#N (acetonitrile). Product: C(C)OC(C(C)(C1=NC=CN=C1C#CC1=CC=CC=C1)C)=O (2-methyl-2-(3-phenylethynyl-pyrazin-2-yl)-propionic acid ethyl ester). Yield: 57.7%. RXN SMILES: [CH2:1]([O:3][C:4](=[O:15])[C:5]([C:8]1[C:13](Cl)=[N:12][CH:11]=[CH:10][N:9]=1)([CH3:7])[CH3:6])[CH3:2].[C:16]([C:18]1[CH:23]=[CH:22][CH:21]=[CH:20][C:19]=1C(F)(F)F)#[CH:17].C(=O)([O-])[O-].[Cs+].[Cs+]>C(#N)C>[CH2:1]([O:3][C:4](=[O:15])[C:5]([CH3:7])([C:8]1[C:13]([C:17]#[C:16][C:18]2[CH:23]=[CH:22][CH:21]=[CH:20][CH:19]=2)=[N:12][CH:11]=[CH:10][N:9]=1)[CH3:6])[CH3:2] |f:2.3.4|. Reported procedure: To a solution of 2-(3-Chloro-pyrazin-2-yl)-2-methyl-propionic acid ethyl ester (0.70 g) in acetonitrile (7.0 ml) was added 1-ethynyl-2-trifluoromethylbenzene (0.781 g) and caesium carbonate (“Cs2CO3”) (2.99 g) and nitrogen bubbled through the solution for 20 min. To this solution was added as 4,5-(bisdiphenylphosphino)-9,9-dimethylxanthene (“Xantphos”) (0.133 g) and (1,1′-bis(diphenylphosphino)-ferrocene)dichloro palladium(2) (0.125 g) and the reaction mixture heated to reflux for 30 min. The re...